Dataset: the Open Reaction Database (ORD), a public repository of structured organic reaction records. Task: describe an organic reaction: reactants, conditions, products, and yield Starting materials: COC=1C=CC(=C(C1)N)C1CC2=CC=C(C=C2CC1(C)C)OC (5-methoxy-2-(6-methoxy-3,3-dimethyl-1,2,3,4-tetrahydronaphthalen-2-yl)phenylamine), Cl.N1(CCCCCC1)CCOC1=CC=C(C(=O)O)C=C1 (4-(2-azepan-1-ylethoxy)benzoic acid hydrochloride), N1(CCCCCC1)CCOC1=CC=C(CNC2=C(C=CC(=C2)OC)C2CC3=CC=C(C=C3CC2(C)C)OC)C=C1 ([4-(2-azepan-1-ylethoxy)benzyl][5-methoxy-2-(6-methoxy-3,3-dimethyl-1,2,3,4-tetrahydronaphthalen-2-yl)phenyl]amine). The product is N1(CCCCCC1)CCOC1=CC=C(CN(C2=C(C=CC(=C2)OC)C2CC3=CC=C(C=C3CC2(C)C)OC)CC)C=C1 ([4-(2-azepan-1-ylethoxy)benzyl]ethyl[5-methoxy-2-(6-methoxy-3,3-dimethyl-1,2,3,4-tetrahydronaphthalen-2-yl)phenyl]amine). Reaction SMILES: COC1C=CC(C2C(C)(C)CC3C(=CC=C(OC)C=3)C2)=C(N)C=1.Cl.[N:25]1([CH2:32][CH2:33][O:34][C:35]2[CH:43]=[CH:42][C:38]([C:39](O)=O)=[CH:37][CH:36]=2)[CH2:31][CH2:30][CH2:29][CH2:28][CH2:27][CH2:26]1.N1(CCOC2C=C[C:57]([CH2:58][NH:59][C:60]3[CH:65]=[C:64]([O:66][CH3:67])[CH:63]=[CH:62][C:61]=3[CH:68]3[C:77]([CH3:79])([CH3:78])[CH2:76][C:75]4[C:70](=[CH:71][CH:72]=[C:73]([O:80][CH3:81])[CH:74]=4)[CH2:69]3)=CC=2)CCCCCC1>>[N:25]1([CH2:32][CH2:33][O:34][C:35]2[CH:43]=[CH:42][C:38]([CH2:39][N:59]([CH2:58][CH3:57])[C:60]3[CH:65]=[C:64]([O:66][CH3:67])[CH:63]=[CH:62][C:61]=3[CH:68]3[C:77]([CH3:79])([CH3:78])[CH2:76][C:75]4[C:70](=[CH:71][CH:72]=[C:73]([O:80][CH3:81])[CH:74]=4)[CH2:69]3)=[CH:37][CH:36]=2)[CH2:31][CH2:30][CH2:29][CH2:28][CH2:27][CH2:26]1 |f:1.2|. Procedure: Synthesized from 5-methoxy-2-(6-methoxy-3,3-dimethyl-1,2,3,4-tetrahydronaphthalen-2-yl)phenylamine and 4-(2-azepan-1-ylethoxy)benzoic acid hydrochloride according to an analogous synthetic method to Example 152, [4-(2-azepan-1-ylethoxy)benzyl][5-methoxy-2-(6-methoxy-3,3-dimethyl-1,2,3,4-tetrahydronaphthalen-2-yl)phenyl]amine (522 mg) was used according to an analogous synthetic method to Example 36 to provide [4-(2-azepan-1-ylethoxy)benzyl]ethyl[5-methoxy-2-(6-methoxy-3,3-dimethyl-1,2,3,4-tetrah... Reactants: BrC=1C(N(C=C(N1)Br)C=1C=C(C(=O)OC)C=CC1C)=O (3-(3,5-dibromo-2-oxo-2H-pyrazin-1-yl)-4-methyl-benzoic acid, methyl ester), C(C)(C)N(C(C)C)CC (N,N-diisopropylethylamine), N[C@H](C1CCN(CC1)C(=O)OCC1=CC=CC=C1)C1=CC=CC=C1 (4-[(R)-aminophenylmethyl]-1-piperidinecarboxylic acid, phenylmethyl ester), C1(CC1)N (cyclopropylamine), C1(CCCC1)[Mg]Br (cyclopentylmagnesium bromide). Solvent: O1CCCC1 (tetrahydrofuran), C(C)O (ethanol), C(C)(=O)OCC (ethyl acetate). Reaction conditions: temperature 110 celsius, time 30 minute. Yields the product C1(CC1)NC(C1=CC(=C(C=C1)C)N1C(C(=NC=C1)N[C@H](C1CCNCC1)C1=CC=CC=C1)=O)=O (N-cyclopropyl-4-methyl-3-[2-oxo-3-[[(R)-phenyl-4-piperidinylmethyl]amino]-1(2H)-pyrazinyl]-benzamide), 4-[(R)-4-[[4-[5-[(cyclopropylamino)carbonyl]-2-methylphenyl]-3,4-dihydro-3-oxopyrazinyl]amino]phenylmethyl]-1-piperidinecarboxylic acid, phenyl ester. As a reaction SMILES: Br[C:2]1[C:3](=[O:20])[N:4]([C:9]2[CH:10]=[C:11]([CH:16]=[CH:17][C:18]=2[CH3:19])[C:12]([O:14]C)=O)[CH:5]=[C:6](Br)[N:7]=1.C([N:24](CC)[CH:25]([CH3:27])[CH3:26])(C)C.[NH2:30][C@@H:31]([C:48]1[CH:53]=[CH:52][CH:51]=[CH:50][CH:49]=1)[CH:32]1[CH2:37][CH2:36][N:35](C(OCC2C=CC=CC=2)=O)[CH2:34][CH2:33]1.C1(N)CC1.C1([Mg]Br)CCCC1>O1CCCC1.C(OCC)(=O)C.C(O)C>[CH:25]1([NH:24][C:12](=[O:14])[C:11]2[CH:16]=[CH:17][C:18]([CH3:19])=[C:9]([N:4]3[CH:5]=[CH:6][N:7]=[C:2]([NH:30][C@@H:31]([C:48]4[CH:49]=[CH:50][CH:51]=[CH:52][CH:53]=4)[CH:32]4[CH2:33][CH2:34][NH:35][CH2:36][CH2:37]4)[C:3]3=[O:20])[CH:10]=2)[CH2:27][CH2:26]1. Reported procedure: To a stirred solution of 3-(3,5-dibromo-2-oxo-2H-pyrazin-1-yl)-4-methyl-benzoic acid, methyl ester (Example 1b, 0.1 g) in tetrahydrofuran (1.5 mL) within a microwave vial was added N,N-diisopropylethylamine (130 μL) and 4-[(R)-aminophenylmethyl]-1-piperidinecarboxylic acid, phenylmethyl ester (98 mg). The reaction was heated at 110° C. for 60 minutes within a microwave. The reaction was cooled to room temperature before the addition of cyclopropylamine (0.13 mL) and cyclopentylmagnesium bromide ... Reactants: [Cl-].C[Ga+]C (dimethylgallium chloride), FC(C1=C(CBr)C=CC=C1)(F)F (o-trifluoromethylbenzyl bromide), C(CCC)[Li] (n-butyllithium). Run in CCCCCC (hexane), CCOCC.CCCCCC (ether hexane), CCOCC.CCCCCC (ether hexane). Run at time 15 minute. Product: FC(C1=C(C[Ga](C)C)C=CC=C1)(F)F (o-trifluoromethylbenzyldimethylgallium). As a reaction SMILES: [F:1][C:2]([F:12])([F:11])[C:3]1[CH:10]=[CH:9][CH:8]=[CH:7][C:4]=1[CH2:5]Br.C([Li])CCC.[Cl-].[CH3:19][Ga+:20][CH3:21]>CCOCC.CCCCCC.CCCCCC>[F:1][C:2]([F:12])([F:11])[C:3]1[CH:10]=[CH:9][CH:8]=[CH:7][C:4]=1[CH2:5][Ga:20]([CH3:21])[CH3:19] |f:2.3,4.5|. Reported procedure: 5.25 g (22 mmol) of o-trifluoromethylbenzyl bromide in 10 ml of ether/hexane are added at -50° to a mixture of 45 ml of ether/hexane (2:1) and 14.7 ml (1.5N =22 mmol) of n-butyllithium. After stirring for 15 minutes, 2.1 g (16 mmol) of dimethylgallium chloride in 20 ml of hexane are added. Then the reaction mixture is allowed to come to room temperature, it is stirred for 24 hours, and the LiCl is filtered off and the solvent removed. After sublimation in vacuo, o-trifluoromethylbenzyldimethylga... Yield: 478.3%. The reagents and catalysts are S(O)(O)(=O)=O (sulfuric acid). Conditions: time 0.75 hour. RXN SMILES: [C:1]1(=[O:7])[O:6][C:4](=O)[CH:3]=[CH:2]1.C1(C)C=CC=CC=1.[OH:15][C:16]1[CH:21]=[CH:20][C:19]([C:22]([C:25]2[CH:30]=[CH:29][C:28]([NH2:31])=[CH:27][CH:26]=2)([CH3:24])[CH3:23])=[CH:18][CH:17]=1.C(O)(C)C>S(=O)(=O)(O)O.O>[OH:15][C:16]1[CH:17]=[CH:18][C:19]([C:22]([C:25]2[CH:26]=[CH:27][C:28]([N:31]3[C:1](=[O:7])[CH:2]=[CH:3][C:4]3=[O:6])=[CH:29][CH:30]=2)([CH3:24])[CH3:23])=[CH:20][CH:21]=1. The product is OC1=CC=C(C=C1)C(C)(C)C1=CC=C(C=C1)N1C(C=CC1=O)=O (2-(4-hydroxyphenyl)-2-(4-maleimidophenyl)propane). Run in O (water), N,N'-dimethylacetamide. Procedure: To a reaction vessel equipped with a stirrer, thermometer and an azeotropic distillation trap, 60 g (0.1 mole) of maleic anhydride, 480 g of toluene and 2.6 g of 95% sulfuric acid were charged and heated to a reflux temperature. A solution containing 114 g (0.5 mole) of 2-(4-hydroxyphenyl)-2-(4-aminophenyl)propane in 160 g of N,N'-dimethylacetamide was dropwise added from a dropping funnel over 4 to 5 hours and reacted for 5 hours at the same temperature. Generated water by the reaction was remo... Reactants: C(C)(C)O (isopropyl alcohol), C1(\C=C/C(=O)O1)=O (maleic anhydride), C1(=CC=CC=C1)C (toluene), OC1=CC=C(C=C1)C(C)(C)C1=CC=C(C=C1)N (2-(4-hydroxyphenyl)-2-(4-aminophenyl)propane). The reactants are ClC1=C(C(=CC=C1)N1CCOCC1)CN1CCN(CC1)C(=O)OC(C)(C)C (tert-butyl 4-[[2-chloro-6-(morpholin-4-yl)phenyl]methyl]piperazine-1-carboxylate), FC(C(=O)O)(F)F (trifluoroacetic acid). Run in ClCCl (dichloromethane). Conditions: temperature 0 celsius, time 8 hour. Yields the product ClC=1C(=C(C=CC1)N1CCOCC1)CN1CCNCC1 (4-[3-chloro-2-(piperazin-1-ylmethyl)phenyl]morpholine). Isolated yield 73.6%. As a reaction SMILES: [Cl:1][C:2]1[CH:7]=[CH:6][CH:5]=[C:4]([N:8]2[CH2:13][CH2:12][O:11][CH2:10][CH2:9]2)[C:3]=1[CH2:14][N:15]1[CH2:20][CH2:19][N:18](C(OC(C)(C)C)=O)[CH2:17][CH2:16]1.FC(F)(F)C(O)=O>ClCCl>[Cl:1][C:2]1[C:3]([CH2:14][N:15]2[CH2:20][CH2:19][NH:18][CH2:17][CH2:16]2)=[C:4]([N:8]2[CH2:13][CH2:12][O:11][CH2:10][CH2:9]2)[CH:5]=[CH:6][CH:7]=1. Procedure details: A 50 mL round-bottom flask was charged with tert-butyl 4-[[2-chloro-6-(morpholin-4-yl)phenyl]methyl]piperazine-1-carboxylate (1.80 g, 4.55 mmol, 1.00 equiv), dichloromethane (30 mL). The mixture was cooled to 0° C. and then trifluoroacetic acid (5 mL) was added dropwise at 0° C. The resulting solution was stirred overnight at room temperature and concentrated under reduced pressure to provide 0.990 g (crude) of 4-[3-chloro-2-(piperazin-1-ylmethyl)phenyl]morpholine as light yellow oil. LCMS (ESI,... Starting materials: C1(=CC=C(C=C1)S(=O)(=O)N=[N+]=[N-])C (p-toluenesulfonyl azide), OC1=CC(OC2=CC=CC=C12)=O (4-hydroxycoumarin), OC1=CC(OC2=CC=CC=C12)=O (4-hydroxycoumarin). Run in C1CCOC1 (THF), C1CCOC1 (THF), C(C)N(CC)CC (triethylamine). Yields the product [N+](=[N-])=C1C(OC2=CC=CC=C2C1=O)=O (3-diazo-4-oxo-3,4-dihydrocoumarin). Isolated yield 70.6%. Reaction SMILES: [OH:1][C:2]1[C:11]2[C:6](=[CH:7][CH:8]=[CH:9][CH:10]=2)[O:5][C:4](=[O:12])[CH:3]=1.C1(C)C=CC(S([N:22]=[N+:23]=[N-])(=O)=O)=CC=1>C1COCC1.C(N(CC)CC)C>[N+:22](=[C:3]1[C:2](=[O:1])[C:11]2[C:6](=[CH:7][CH:8]=[CH:9][CH:10]=2)[O:5][C:4]1=[O:12])=[N-:23]. Reported procedure: To a 100 mL round-bottom flask fitted with a mechanical stirrer, nitrogen inlet and bubbler was charged 4-hydroxycoumarin (3.1 g, 18.8 mmol) dissolved in dry THF (21.6 g) and triethylamine (1.8 g). A solution of p-toluenesulfonyl azide (5.3 g, 28.3 mmol) in dry THF (14.4 g) was then added to this solution dropwise over a period of 15 minutes. The reaction was continued until all of 4-hydroxycoumarin had reacted as monitored by HPLC (ca. 2.0 hours). The precipitated reaction product was filtered ... Reactants: B(Cl)(Cl)Cl (BCl3), OC(C)(C)C(C)(C)O (pinacol). The solvent is CCCCC (pentane). Conditions: temperature 20 celsius, time 1 hour. The product is ClB1OC(C(O1)(C)C)(C)C (2-chloro-4,4,5,5-tetramethyl-1,3,2-dioxaborolane). Reaction SMILES: [B:1]([Cl:4])(Cl)Cl.[OH:5][C:6]([C:9]([OH:12])([CH3:11])[CH3:10])([CH3:8])[CH3:7]>CCCCC>[Cl:4][B:1]1[O:12][C:9]([CH3:11])([CH3:10])[C:6]([CH3:8])([CH3:7])[O:5]1. Reported procedure: About 82 mL of BCl3 is added dropwise over 30 minutes to a stirred solution of dry pinacol in pentane (1.3 L) at −30° C. The reaction mixture is stirred at 20° C. for 1 hour. A solid byproduct, B2[(OCMe2)2]3 is removed by filtration. The remaining solution is distilled to give about 90 grams of 2-chloro-4,4,5,5-tetramethyl-1,3,2-dioxaborolane. Reactants: Nc1cc(Oc2ccc(NC(=O)C3(C(=O)OCc4ccccc4)CC3)c(F)c2)ccn1, CC#N, O=C(Cl)Oc1ccccc1, C1CCOC1, c1ccncc1. Yields the product O=C(Nc1cc(Oc2ccc(NC(=O)C3(C(=O)OCc4ccccc4)CC3)c(F)c2)ccn1)Oc1ccccc1. Reaction SMILES: [CH2:9]([c:10]1[cH:11][cH:12][cH:13][cH:14][cH:15]1)[O:16][C:17](=[O:18])[C:19]1([C:22]([NH:23][c:24]2[c:25]([F:38])[cH:26][c:27]([O:30][c:31]3[cH:32][c:33]([NH2:37])[n:34][cH:35][cH:36]3)[cH:28][cH:29]2)=[O:39])[CH2:20][CH2:21]1.[CH3:6][C:7]#[N:8].[Cl:40][C:41](=[O:42])[O:43][c:44]1[cH:45][cH:46][cH:47][cH:48][cH:49]1.[O:1]1[CH2:2][CH2:3][CH2:4][CH2:5]1.[cH:50]1[cH:51][cH:52][n:53][cH:54][cH:55]1>>[CH2:9]([c:10]1[cH:11][cH:12][cH:13][cH:14][cH:15]1)[O:16][C:17](=[O:18])[C:19]1([C:22]([NH:23][c:24]2[c:25]([F:38])[cH:26][c:27]([O:30][c:31]3[cH:32][c:33]([NH:37][C:41](=[O:42])[O:43][c:44]4[cH:45][cH:46][cH:47][cH:48][cH:49]4)[n:34][cH:35][cH:36]3)[cH:28][cH:29]2)=[O:39])[CH2:20][CH2:21]1. Run in C1CCOC1 (THF). Run at time 1 hour. Product: CC(C)(C)OC(=O)NC(=NC(=O)OC(C)(C)C)N1CCN(CC1)C(=O)N1[C@@H](C[C@@H](C1)N1CCN(CC1)S(=O)(=O)C)C(=O)NC1=CC=C(C(=O)OC(C)(C)C)C=C1 (2-methyl-2-propanyl 4-[({(2S,4S)-1-{[4-(N,N′-bis{[(2-methyl-2-propanyl)oxy]carbonyl}carbamimidoyl)-1-piperazinyl]carbonyl}-4-[4-(methylsulfonyl)-1-piperazinyl]-2-pyrrolidinyl}carbonyl)amino]benzoate). Isolated yield 37.2%. RXN SMILES: [CH3:1][C:2]([O:5][C:6](=[O:23])[NH:7][C:8](=[N:15][C:16](=[O:22])[O:17][C:18]([CH3:21])([CH3:20])[CH3:19])[N:9]1[CH2:14][CH2:13][NH:12][CH2:11][CH2:10]1)([CH3:4])[CH3:3].Cl[C:25](Cl)([O:27]C(=O)OC(Cl)(Cl)Cl)Cl.C(N(CC)C(C)C)(C)C.[CH3:45][S:46]([N:49]1[CH2:54][CH2:53][N:52]([C@@H:55]2[CH2:59][NH:58][C@H:57]([C:60]([NH:62][C:63]3[CH:75]=[CH:74][C:66]([C:67]([O:69][C:70]([CH3:73])([CH3:72])[CH3:71])=[O:68])=[CH:65][CH:64]=3)=[O:61])[CH2:56]2)[CH2:51][CH2:50]1)(=[O:48])=[O:47]>C1COCC1>[CH3:19][C:18]([O:17][C:16]([NH:15][C:8]([N:9]1[CH2:10][CH2:11][N:12]([C:25]([N:58]2[CH2:59][C@@H:55]([N:52]3[CH2:53][CH2:54][N:49]([S:46]([CH3:45])(=[O:48])=[O:47])[CH2:50][CH2:51]3)[CH2:56][C@H:57]2[C:60]([NH:62][C:63]2[CH:75]=[CH:74][C:66]([C:67]([O:69][C:70]([CH3:72])([CH3:71])[CH3:73])=[O:68])=[CH:65][CH:64]=2)=[O:61])=[O:27])[CH2:13][CH2:14]1)=[N:7][C:6]([O:5][C:2]([CH3:1])([CH3:3])[CH3:4])=[O:23])=[O:22])([CH3:21])[CH3:20]. Procedure details: To a solution of the compound prepared in Example 28 (0.05 g, 0.15 mmol) in THF (10 mL), triphosgene (0.054 g, 0.182 mmol) and N,N-diisopropylethylamine (0.08 mL, 0.456 mmol) were added at 0° C. and the reaction mixture warmed to room temperature. After stirring for 1 h, the reaction mixture was concentrated to dryness and the crude residue was dissolved in THF. To this mixture, the compound prepared in Example 6 (0.065 g, 0.152 mmol) and N,N-diisopropylethylamine (0.08 mL, 0.456 mmol) were adde... Starting materials: CC(C)(C)OC(NC(N1CCNCC1)=NC(OC(C)(C)C)=O)=O (bis(2-methyl-2-propanyl)(1-piperazinylmethylylidene)biscarbamate), ClC(Cl)(OC(OC(Cl)(Cl)Cl)=O)Cl (triphosgene), C(C)(C)N(C(C)C)CC (N,N-diisopropylethylamine), CS(=O)(=O)N1CCN(CC1)[C@H]1C[C@H](NC1)C(=O)NC1=CC=C(C(=O)OC(C)(C)C)C=C1 (2-methyl-2-propanyl 4-[({(2S,4S)-4-[4-(methylsulfonyl)-1-piperazinyl]-2-pyrrolidinyl}carbonyl)amino]benzoate), C(C)(C)N(C(C)C)CC (N,N-diisopropylethylamine).